From a dataset of the Open Reaction Database (ORD), a public repository of structured organic reaction records. describe an organic reaction: reactants, conditions, products, and yield Reactants: [Si](C)(C)(C(C)(C)C)OC[C@H]1S[C@@H](SC1)P(=O)(OCC)OCC (trans-4-(t-butyldimethylsilyloxymethyl)-2-(diethyloxyphosphinoyl)-1,3-dithiolane). The reagents and catalysts are C(C)(=O)Cl (acetyl chloride), [Cl-].[NH4+] (ammonium chloride). The solvent is CO (methanol). Run at temperature 0 celsius, time 30 minute. The product is C(C)OP(=O)([C@@H]1SC[C@@H](S1)CO)OCC (cis 2-(diethyloxyphosphinoyl)-4-hydroxymethyl-1,3-dithiolane). The yield is 77.6%. Reaction SMILES: [Si]([O:8][CH2:9][C@@H:10]1[CH2:14][S:13][C@@H:12]([P:15]([O:20][CH2:21][CH3:22])([O:17][CH2:18][CH3:19])=[O:16])[S:11]1)(C(C)(C)C)(C)C>CO.C(Cl)(=O)C.[Cl-].[NH4+]>[CH2:18]([O:17][P:15]([O:20][CH2:21][CH3:22])([C@H:12]1[S:11][C@@H:10]([CH2:9][OH:8])[CH2:14][S:13]1)=[O:16])[CH3:19] |f:3.4|. Procedure details: To a solution of cis-4-(t-butyldimethylsilyloxymethyl)-2-(diethyloxyphosphinoyl)-1,3-dithiolane (example 49) (3.70 g, 9.56 mmol) in anhydrous methanol (50 mL) was added acetyl chloride (6 drops) at 0° C. The solution was stirred at 0° C. for 30 min and then at room temperature for 4.5 hrs. A saturated solution of ammonium chloride (3 drops) was added and the solution was stirred for 15 min followed by evaporation of solvents. The crude material was purified by flash chromatography with a mixture... Reactants: ClC1=C(C(=CC(=C1)Cl)Cl)N1N=C(CC1=O)NC(C1=CC(=CC=C1)[N+](=O)[O-])=O (1-(2,4,6-trichlorophenyl)-3-(3-nitrobenzamido)-5-oxo-2-pyrazoline), CN(C=O)C (dimethylformamide), BrBr (bromine). Solvent: O (water). The product is ClC1=C(C(=CC(=C1)Cl)Cl)N1N=C(C(C1=O)Br)NC(C1=CC(=CC=C1)[N+](=O)[O-])=O (1-(2,4,6-trichlorophenyl)-3-(3-nitrobenzamido)-4-bromo-5-oxo-2-pyrazoline). The yield is 96.6%. As a reaction SMILES: [Cl:1][C:2]1[CH:7]=[C:6]([Cl:8])[CH:5]=[C:4]([Cl:9])[C:3]=1[N:10]1[C:14](=[O:15])[CH2:13][C:12]([NH:16][C:17](=[O:27])[C:18]2[CH:23]=[CH:22][CH:21]=[C:20]([N+:24]([O-:26])=[O:25])[CH:19]=2)=[N:11]1.CN(C)C=O.[Br:33]Br>O>[Cl:1][C:2]1[CH:7]=[C:6]([Cl:8])[CH:5]=[C:4]([Cl:9])[C:3]=1[N:10]1[C:14](=[O:15])[CH:13]([Br:33])[C:12]([NH:16][C:17](=[O:27])[C:18]2[CH:23]=[CH:22][CH:21]=[C:20]([N+:24]([O-:26])=[O:25])[CH:19]=2)=[N:11]1. Procedure: 428 g (1.0 mol) of 1-(2,4,6-trichlorophenyl)-3-(3-nitrobenzamido)-5-oxo-2-pyrazoline was added to 2.2 liters of dimethylformamide. To the solution, there was added dropwise 160 g (1.0 mol) of bromine with stirring while cooling with ice, and after stirring for about 1 hour, the reaction solution was poured into 9 liters of water. The crystals thus-separated were collected by filtration to obtain 489.5 g (96.6% yield) of 1-(2,4,6-trichlorophenyl)-3-(3-nitrobenzamido)-4-bromo-5-oxo-2-pyrazoline.